Task: describe an organic reaction: reactants, conditions, products, and yield. Dataset: the Open Reaction Database (ORD), a public repository of structured organic reaction records Starting materials: CCC1(CC)OCCc2c1[nH]c1ccc(OCc3ccccc3)cc21, CCO. Yields the product CCC1(CC)OCCc2c1[nH]c1ccc(O)cc21. RXN SMILES: [CH2:1]([CH3:2])[C:3]1([CH2:24][CH3:25])[O:4][CH2:5][CH2:6][c:7]2[c:8]1[nH:9][c:10]1[cH:11][cH:12][c:13]([O:16][CH2:17][c:18]3[cH:19][cH:20][cH:21][cH:22][cH:23]3)[cH:14][c:15]21.[CH3:26][CH2:27][OH:28]>>[CH2:1]([CH3:2])[C:3]1([CH2:24][CH3:25])[O:4][CH2:5][CH2:6][c:7]2[c:8]1[nH:9][c:10]1[cH:11][cH:12][c:13]([OH:16])[cH:14][c:15]21. The reactants are [Cl-].C(=O)C1=C(C=CC=C1)C1CC(=NO1)C=1N=C(SC1)C1CC[NH2+]CC1 (4-{4-[5-(2-Formylphenyl)-4,5-dihydro-1,2-oxazol-3-yl]-1,3-thiazol-2-yl}piperidinium chloride), FC(C1=NN(C(=C1)C(F)F)CC(=O)O)F ([3,5-bis(difluoromethyl)-1H-pyrazol-1-yl]acetic acid), 3-[2-(1-{[3,5-bis(difluoromethyl)-1H-pyrazol-1-yl]acetyl}piperidin-4-O-1,3-thiazol-4-yl]-4,5-dihydro-1,2-oxazol-5-yl}benzaldehyde. The product is FC(C1=NN(C(=C1)C(F)F)CC(=O)N1CCC(CC1)C=1SC=C(N1)C1=NOC(C1)C1=C(C=O)C=CC=C1)F (2-{3-[2-(1-{[3,5-Bis(difluoromethyl)-1H-pyrazol-1-yl]acetyl}piperidin-4-yl)-1,3-thiazol-4-yl]-4,5-dihydro-1,2-oxazol-5-yl}benzaldehyde). As a reaction SMILES: [Cl-].[CH:2]([C:4]1[CH:9]=[CH:8][CH:7]=[CH:6][C:5]=1[CH:10]1[O:14][N:13]=[C:12]([C:15]2[N:16]=[C:17]([CH:20]3[CH2:25][CH2:24][NH2+:23][CH2:22][CH2:21]3)[S:18][CH:19]=2)[CH2:11]1)=[O:3].[F:26][CH:27]([F:40])[C:28]1[CH:32]=[C:31]([CH:33]([F:35])[F:34])[N:30]([CH2:36][C:37](O)=[O:38])[N:29]=1>>[F:40][CH:27]([F:26])[C:28]1[CH:32]=[C:31]([CH:33]([F:35])[F:34])[N:30]([CH2:36][C:37]([N:23]2[CH2:24][CH2:25][CH:20]([C:17]3[S:18][CH:19]=[C:15]([C:12]4[CH2:11][CH:10]([C:5]5[CH:6]=[CH:7][CH:8]=[CH:9][C:4]=5[CH:2]=[O:3])[O:14][N:13]=4)[N:16]=3)[CH2:21][CH2:22]2)=[O:38])[N:29]=1 |f:0.1|. Procedure details: 4-{4-[5-(2-Formylphenyl)-4,5-dihydro-1,2-oxazol-3-yl]-1,3-thiazol-2-yl}piperidinium chloride (433 mg) and [3,5-bis(difluoromethyl)-1H-pyrazol-1-yl]acetic acid (285 mg) were reacted analogously to I-40 (step 3). This gave 2-{3-[2-(1-{[3,5-bis(difluoromethyl)-1H-pyrazol-1-yl]acetyl}piperidin-4-O-1,3-thiazol-4-yl]-4,5-dihydro-1,2-oxazol-5-yl}benzaldehyde (330 mg). Reactants: CCN, CN(C)C=O, CC(C)c1nnc2c(Cl)nc3ccccc3n12. Product: CCNc1nc2ccccc2n2c(C(C)C)nnc12. Reaction SMILES: [CH2:18]([CH3:19])[NH2:20].[CH3:21][N:22]([CH3:23])[CH:24]=[O:25].[Cl:1][c:2]1[c:3]2[n:4]([c:5]3[cH:6][cH:7][cH:8][cH:9][c:10]3[n:11]1)[c:12]([CH:15]([CH3:16])[CH3:17])[n:13][n:14]2>>[c:2]1([NH:20][CH2:18][CH3:19])[c:3]2[n:4]([c:5]3[cH:6][cH:7][cH:8][cH:9][c:10]3[n:11]1)[c:12]([CH:15]([CH3:16])[CH3:17])[n:13][n:14]2. The reactants are FC1=CC=C(C=C1)B(O)O ((4-Fluorophenyl)boronic acid), C1(CCCCC1)P(C1=C(C=CC=C1)C1=C(C=CC=C1OC)OC)C1CCCCC1 (dicyclohexyl(2′,6′-dimethoxybiphenyl-2-yl)phosphine), C([O-])([O-])=O.[Na+].[Na+] (sodium carbonate), BrC1=C(C(=C(C=O)C=C1)F)F (4-bromo-2,3-difluorobenzaldehyde). The reagents and catalysts are C=1C=CC(=CC1)/C=C/C(=O)/C=C/C2=CC=CC=C2.C=1C=CC(=CC1)/C=C/C(=O)/C=C/C2=CC=CC=C2.C=1C=CC(=CC1)/C=C/C(=O)/C=C/C2=CC=CC=C2.[Pd].[Pd] (tris(dibenzylideneacetone)dipalladium(0)). The solvent is C1(=CC=CC=C1)C (toluene), O (Water). Reaction conditions: temperature 100 celsius, time 16 hour. Yields the product FC1=C(C=CC(=C1F)C=O)C1=CC=C(C=C1)F (2,3,4′-Trifluorobiphenyl-4-carbaldehyde). Yield: 80.1%. Reaction SMILES: [F:1][C:2]1[CH:7]=[CH:6][C:5](B(O)O)=[CH:4][CH:3]=1.C1(P(C2CCCCC2)C2C=CC=CC=2C2C(OC)=CC=CC=2OC)CCCCC1.C(=O)([O-])[O-].[Na+].[Na+].Br[C:47]1[CH:54]=[CH:53][C:50]([CH:51]=[O:52])=[C:49]([F:55])[C:48]=1[F:56]>C1C=CC(/C=C/C(/C=C/C2C=CC=CC=2)=O)=CC=1.C1C=CC(/C=C/C(/C=C/C2C=CC=CC=2)=O)=CC=1.C1C=CC(/C=C/C(/C=C/C2C=CC=CC=2)=O)=CC=1.[Pd].[Pd].O.C1(C)C=CC=CC=1>[F:56][C:48]1[C:49]([F:55])=[C:50]([CH:51]=[O:52])[CH:53]=[CH:54][C:47]=1[C:5]1[CH:6]=[CH:7][C:2]([F:1])=[CH:3][CH:4]=1 |f:2.3.4,6.7.8.9.10|. Procedure: (4-Fluorophenyl)boronic acid (6.67 g), dicyclohexyl(2′,6′-dimethoxybiphenyl-2-yl)phosphine (1.96 g), a 2 M aqueous sodium carbonate solution (47.6 mL), and tris(dibenzylideneacetone)dipalladium(0) (2.04 g) were added at room temperature to a toluene (200 mL) solution of 4-bromo-2,3-difluorobenzaldehyde (7.02 g), and the mixture was stirred at 100° C. for 16 hours in an argon atmosphere. Water was added to the reaction mixture at room temperature, and the mixture was filtered through celite. Then... Starting materials: COC(=O)C1=CCCNC1.Br (guvacoline hydrobromide), C(C)(C)N(CC)C(C)C (N,N-diisopropyl-N-ethylamine), BrCCC1CCC2=CC=CC=C12 (1-bromo-2-(indan-1-yl)-ethane). The solvent is CN(C=O)C (dimethylformamide), C1(=CC=CC=C1)C (toluene). Conditions: time 12 hour. The product is COC(=O)C=1CN(CCC1)CCC1CCC2=CC=CC=C12 (1-[2-(indan-1-yl)ethyl]-1,2,5,6-tetrahydro-pyridine-3-carboxylic acid methyl ester). RXN SMILES: Br[CH2:2][CH2:3][CH:4]1[C:12]2[C:7](=[CH:8][CH:9]=[CH:10][CH:11]=2)[CH2:6][CH2:5]1.[CH3:13][O:14][C:15]([C:17]1[CH2:22][NH:21][CH2:20][CH2:19][CH:18]=1)=[O:16].Br.C(N(C(C)C)CC)(C)C>C1(C)C=CC=CC=1.CN(C)C=O>[CH3:13][O:14][C:15]([C:17]1[CH2:22][N:21]([CH2:2][CH2:3][CH:4]2[C:12]3[C:7](=[CH:8][CH:9]=[CH:10][CH:11]=3)[CH2:6][CH2:5]2)[CH2:20][CH2:19][CH:18]=1)=[O:16] |f:1.2|. Reported procedure: 4.5 g (20 mmol) of 1-bromo-2-(indan-1-yl)-ethane are dissolved in 20 ml of toluene and added, at room temperature, to a solution of 4.9 g of guvacoline hydrobromide (20 mmol) and 5.7 g (44 mmol) of N,N-diisopropyl-N-ethylamine in 15 ml of dimethylformamide. The mixture is stirred at 45° under nitrogen for 12 hours. The solvents are then substantially removed under reduced pressure. The residue is rendered acidic with 2N hydrochloric acid and the aqueous solution is extracted with diethyl ether. ... Procedure details: A one-liter Hastelloy C autoclave equipped with a gas dispersion stirrer and cooling coil is charged with 100.0 g (0.5 mole) of the 4,6-dinitro-1,3-benzenediol, 500 ml of n-propanol, ~7.0 g of 10 percent Pd/C and 10.0 ml of H2O. The sealed reactor is charged with 50 psi of H2 and the temperature is brought to 40° C. and maintained between 40° C.-50° C. during the course of the reaction. After a brief induction period, the uptake of hydrogen becomes extremely rapid and H2 pressure is maintained a... The reactants are [H][H] (hydrogen), [N+](=O)([O-])C1=C(C=C(C(=C1)[N+](=O)[O-])O)O (4,6-dinitro-1,3-benzenediol), Cl (HCl), O.O.Cl[Sn]Cl (SnCl2.2H2O). The solvent is O (H2O), O (H2O), C(CC)O (n-propanol). As a reaction SMILES: [N+:1]([C:4]1[CH:9]=[C:8]([N+:10]([O-])=O)[C:7]([OH:13])=[CH:6][C:5]=1[OH:14])([O-])=O.[H][H].[ClH:17].O.O.[Cl:20][Sn]Cl>O.[Cr].[Co].[Pd].C(O)CC>[ClH:20].[ClH:17].[NH2:1][C:4]1[C:5]([OH:14])=[CH:6][C:7]([OH:13])=[C:8]([NH2:10])[CH:9]=1 |f:3.4.5,7.8,11.12.13|. The reagents and catalysts are [Pd] (Pd/C), [Cr].[Co] (Hastelloy C). The product is Cl.Cl.NC1=CC(=C(C=C1O)O)N (diamino resorcinol dihydrochloride). Reactants: FC=1C=C(C=C(C1)F)C[C@@H]([C@@H]1OC1)NC(OC(C)(C)C)=O (tert-Butyl (1S)-2-(3,5-difluorophenyl)-1-[(2S)-oxiranyl]ethylcarbamate), C(CC)N(C(=O)C=1C=C(C(=O)O)C=C(C1)CC)CCC (3-[(Dipropylamino)carbonyl]-5-ethylbenzoic acid), C1(CCCC2=CC=CC=C12)N (1,2,3,4-tetrahydro-1-naphthalenylamine), 5-Me-PHTH. Yields the product FC=1C=C(C[C@@H]([C@@H](CN[C@@H]2CCCC3=CC=CC=C23)O)NC(C2=CC(C(=O)N(CCC)CCC)=CC(=C2)C)=O)C=C(C1)F (N1-{(1S,2R)-1-(3,5-difluorobenzyl)-2-hydroxy-3-[(1R)-1,2,3,4-tetrahydro-1-naphthalenylamino]propyl}-5-methyl-N3,N3-dipropylisophthalamide). RXN SMILES: [F:1][C:2]1[CH:3]=[C:4]([CH2:9][C@H:10]([NH:14][C:15](=[O:21])OC(C)(C)C)[C@H:11]2[CH2:13][O:12]2)[CH:5]=[C:6]([F:8])[CH:7]=1.[CH:22]1([NH2:32])[C:31]2[C:26](=[CH:27][CH:28]=[CH:29][CH:30]=2)[CH2:25][CH2:24][CH2:23]1.[CH2:33]([N:36]([CH2:50][CH2:51][CH3:52])[C:37]([C:39]1[CH:40]=[C:41]([CH:45]=[C:46]([CH2:48]C)[CH:47]=1)C(O)=O)=[O:38])[CH2:34][CH3:35]>>[F:8][C:6]1[CH:5]=[C:4]([CH:3]=[C:2]([F:1])[CH:7]=1)[CH2:9][C@H:10]([NH:14][C:15](=[O:21])[C:41]1[CH:45]=[C:46]([CH3:48])[CH:47]=[C:39]([C:37]([N:36]([CH2:33][CH2:34][CH3:35])[CH2:50][CH2:51][CH3:52])=[O:38])[CH:40]=1)[C@H:11]([OH:12])[CH2:13][NH:32][C@H:22]1[C:31]2[C:26](=[CH:27][CH:28]=[CH:29][CH:30]=2)[CH2:25][CH2:24][CH2:23]1. Procedure: Following the general procedure of EXAMPLEs 4, 5 and 6 and making non-critical variations but using tert-butyl (1S)-2-(3,5-difluorophenyl)-1-[(2S)-oxiranyl]ethylcarbamate (V, EXAMPLE 3), 1,2,3,4-tetrahydro-1-naphthalenylamine (VI) and “5-Me-PHTH” (IX), the title compound is obtained, MH+=588. Reactants: ClC1=NC(N(C(=C1C=1NCCN1)SC)N)C (4-chloro-2-methyl-6-methylthio-5-(2-imidazolin-2-yl)-aminopyrimidine), C[O-].[Na+] (sodium methylate). Reaction conditions: time 4 hour. Yields the product COC1=NC(N(C(=C1C=1NCCN1)SC)N)C (4-methoxy-2-methyl-6-methylthio-5-(2-imidazolin-2-yl)-aminopyrimidine). RXN SMILES: Cl[C:2]1[C:7]([C:8]2[NH:9][CH2:10][CH2:11][N:12]=2)=[C:6]([S:13][CH3:14])[N:5]([NH2:15])[CH:4]([CH3:16])[N:3]=1.[CH3:17][O-:18].[Na+]>>[CH3:17][O:18][C:2]1[C:7]([C:8]2[NH:9][CH2:10][CH2:11][N:12]=2)=[C:6]([S:13][CH3:14])[N:5]([NH2:15])[CH:4]([CH3:16])[N:3]=1 |f:1.2|. Reported procedure: 3 g 4-chloro-2-methyl-6-methylthio-5-(2-imidazolin-2-yl)-aminopyrimidine (Example 2) are mixed with 60 ml 15% methanolic sodium methylate solution and boiled for 4 hours under reflux. Then about 40 ml methanol are distilled off. The solution is mixed with water and cooled until it crystallizes. 1.5 g of 4-methoxy-2-methyl-6-methylthio-5-(2-imidazolin-2-yl)-aminopyrimidine is obtained, (Melting point 267° C.) after recrystallization from nitromethane. Reactants: NC1=C(C(C1=O)=O)NCCCOC1=CC(=CC=C1)C=O (1-amino-2-[3-(3-formylphenoxy)propylamino]-1-cyclobutene-3,4-dione), N1CCCCC1 (piperidine), Cl (HCl), O (water), resultant mixture. Reagents/catalysts: [Pd] (Pd/C). Run in C(C)O (ethanol). Run at time 4 hour. Yields the product NC1=C(C(C1=O)=O)NCCCOC1=CC(=CC=C1)CO (1-Amino-2-[3-(3-hydroxymethylphenoxy)propylamino]-1-cyclobutene-3,4-dione). Isolated yield 71.3%. Reaction SMILES: [NH2:1][C:2]1[C:5](=[O:6])[C:4](=[O:7])[C:3]=1[NH:8][CH2:9][CH2:10][CH2:11][O:12][C:13]1[CH:18]=[CH:17][CH:16]=[C:15]([CH:19]=[O:20])[CH:14]=1.N1CCCCC1.Cl.O>C(O)C.[Pd]>[NH2:1][C:2]1[C:5](=[O:6])[C:4](=[O:7])[C:3]=1[NH:8][CH2:9][CH2:10][CH2:11][O:12][C:13]1[CH:18]=[CH:17][CH:16]=[C:15]([CH2:19][OH:20])[CH:14]=1. Procedure details: A suspension of 1-amino-2-[3-(3-formylphenoxy)propylamino]-1-cyclobutene-3,4-dione (2.09 g, 7.29 mmoles), piperidine (0.8 mL, 690 mg, 8.1 mmoles) and 200 mg of 10% Pd/C in 300 mL of 95% ethanol was shaken on a Parr hydrogenator at 50 psi for 4 hours. To the resultant mixture with stirring was added 8.3 mL of aqueous 1.0N HCl and 25 mL of water. The reaction mixture was filtered through diatomaceous earth and the filtrate was evaporated under reduced pressure. The solid residue was treated with a...